From a dataset of the Open Reaction Database (ORD), a public repository of structured organic reaction records. describe an organic reaction: reactants, conditions, products, and yield Starting materials: COC(=O)c1nc(C#C[Si](C)(C)C)c(Cl)c(F)c1Nc1ccccc1F, CC(C)=O, O, O=S(=O)(O)O. Product: COC(=O)c1nc(C(C)=O)c(Cl)c(F)c1Nc1ccccc1F. RXN SMILES: [CH3:1][O:2][C:3](=[O:4])[c:5]1[n:6][c:7]([C:21]#[C:22][Si:23]([CH3:24])([CH3:25])[CH3:26])[c:8]([Cl:20])[c:9]([F:19])[c:10]1[NH:11][c:12]1[c:13]([F:18])[cH:14][cH:15][cH:16][cH:17]1.[CH3:33][C:34]([CH3:35])=[O:36].[OH2:32].[S:27]([OH:28])(=[O:29])(=[O:30])[OH:31]>>[CH3:1][O:2][C:3](=[O:4])[c:5]1[n:6][c:7]([C:21]([CH3:22])=[O:28])[c:8]([Cl:20])[c:9]([F:19])[c:10]1[NH:11][c:12]1[c:13]([F:18])[cH:14][cH:15][cH:16][cH:17]1.